Dataset: the Open Reaction Database (ORD), a public repository of structured organic reaction records. Task: describe an organic reaction: reactants, conditions, products, and yield The reactants are FC1=CC=C(C2=CC=CC=C12)C(=O)O (4-Fluoro-1-naphthoic acid), C(C)O (ethanol), S(O)(O)(=O)=O (sulphuric acid). Run in C(C)(=O)OCC (ethyl acetate). Product: C(C)OC(=O)C1=CC=C(C2=CC=CC=C12)F (4-fluoronaphthalene-1-carboxylic acid ethyl ester). Isolated yield 72.0%. RXN SMILES: [F:1][C:2]1[C:11]2[C:6](=[CH:7][CH:8]=[CH:9][CH:10]=2)[C:5]([C:12]([OH:14])=[O:13])=[CH:4][CH:3]=1.[CH2:15](O)[CH3:16].S(=O)(=O)(O)O>C(OCC)(=O)C>[CH2:15]([O:13][C:12]([C:5]1[C:6]2[C:11](=[CH:10][CH:9]=[CH:8][CH:7]=2)[C:2]([F:1])=[CH:3][CH:4]=1)=[O:14])[CH3:16]. Procedure: 4-Fluoro-1-naphthoic acid (190 mg, 1.0 mmol) was transferred to a Pyrex tube and ethanol (0.6 mL) was added followed by conc. sulphuric acid (0.1 mL). The tube was capped and the reaction tube was exposed two times to microwave irradiation (2×120° C., 5 min). The reaction mixture was transferred to a separation funnel with ethyl acetate and washed with 2 M NaOH. The aqueous phase was acidified with 2 M HCl and extracted with ethyl acetate. The organic phases were collected, dried over Na2SO4, fi... Reactants: BrCCCN1C(=CC=C1C)C (1-(3-bromopropyl)-2,5-dimethylpyrrole), CC1=CC(=NC(=C1)C)N1C(=CC=C1C)C (4,6-dimethyl-2-(2,5-dimethylpyrrol-1-yl)pyridine), O1CCCC1 (Tetrahydrofuran), C(CCC)[Li] (n-butyllithium). Run in C(C)OCC (ethyl ether), CCCCCC (hexane), C(C)OCC (ethyl ether). Reaction conditions: temperature -17.5 celsius, time 1 hour. Product: CC1=CC(=NC(=C1)CCCCN1C(=CC=C1C)C)N1C(=CC=C1C)C (4-methyl-2-(2,5-dimethylpyrrol-1-yl)-6-(4-(2,5-dimethylpyrrol-1-yl)butyl)pyridine). Yield: 80.4%. RXN SMILES: [CH3:1][C:2]1[CH:7]=[C:6]([CH3:8])[N:5]=[C:4]([N:9]2[C:13]([CH3:14])=[CH:12][CH:11]=[C:10]2[CH3:15])[CH:3]=1.C([Li])CCC.O1CCCC1.Br[CH2:27][CH2:28][CH2:29][N:30]1[C:34]([CH3:35])=[CH:33][CH:32]=[C:31]1[CH3:36]>C(OCC)C.CCCCCC>[CH3:1][C:2]1[CH:7]=[C:6]([CH2:8][CH2:27][CH2:28][CH2:29][N:30]2[C:34]([CH3:35])=[CH:33][CH:32]=[C:31]2[CH3:36])[N:5]=[C:4]([N:9]2[C:13]([CH3:14])=[CH:12][CH:11]=[C:10]2[CH3:15])[CH:3]=1. Reported procedure: A solution of 297 mg (1.49 mmol) of 4,6-dimethyl-2-(2,5-dimethylpyrrol-1-yl)pyridine (from Example 53, Step A) in 1.5 mL of ethyl ether was added to a -20° C. solution prepared from 3.0 mL of ethyl ether and 1.2 mL (1.7 mmol) of 1.4 M n-butyllithium in hexane. The mixture was stirred for 1 h at -20 to -15° C. with the formation of a preciptate. Tetrahydrofuran (1.0 mL) was added, the resulting orange-red solution was cooled to .BECAUSE.45° C., and 400 mg (1.85 mmol) of 1-(3-bromopropyl)-2,5-dime... Reaction conditions: temperature 0 celsius, time 18 hour. The product is N([C@@H](CCCNC(NS(=O)(=O)C1=CC=C(C)C=C1)=N)C(=O)N[C@@H]([C@@H](C)CC)C(=O)O)C(=O)OC(C)(C)C (Boc-Arg(Tos)-Ile), solid. The solvent is C(Cl)Cl (CH2Cl2), C(Cl)Cl (CH2Cl2), CN(C)C=O (DMF). Procedure: Dipeptide Boc-Arg(Tos)-Ile-OH: DIEA (19 mL, 106.5 mmol) and HOBt (5.08 g, 37.63 mmol) were added at room temperature to a solution of Boc-Arg(Tos)-OH (16.13 g, 37.64 mmol) and TFA.H-Ile-OFm (15 g, 35.5 mmol) in anhydrous DMF (100 mL). The resulting mixture was diluted with CH2Cl2 (300 mL) and cooled to 0° C. A solution of DCC (7.76 g) in 30 mL of CH2Cl2 was added to the cooled mixture. The mixture was stirred for 18 h while the temperature of the mixture gradually came to room temperature. The m... Starting materials: C1CCC(CC1)N=C=NC2CCCCC2 (DCC), N[C@@H]([C@@H](C)CC)C(=O)O (H-Ile), Dipeptide Boc-Arg(Tos)-Ile-OH, CCN(C(C)C)C(C)C (DIEA), C=1C=CC2=C(C1)N=NN2O (HOBt), N([C@@H](CCCNC(NS(=O)(=O)C1=CC=C(C)C=C1)=N)C(=O)O)C(=O)OC(C)(C)C (Boc-Arg(Tos)-OH), C(=O)(C(F)(F)F)O (TFA). Reaction SMILES: CCN(C(C)C)C(C)C.C1C=CC2N(O)N=NC=2C=1.[NH:20]([C:42]([O:44][C:45]([CH3:48])([CH3:47])[CH3:46])=[O:43])[C@H:21]([C:39](O)=[O:40])[CH2:22][CH2:23][CH2:24][NH:25][C:26](=[NH:38])[NH:27][S:28]([C:31]1[CH:37]=[CH:36][C:34]([CH3:35])=[CH:33][CH:32]=1)(=[O:30])=[O:29].C(O)(C(F)(F)F)=O.[NH2:56][C@H:57]([C:62]([OH:64])=[O:63])[C@H:58]([CH2:60][CH3:61])[CH3:59].C1CCC(N=C=NC2CCCCC2)CC1>CN(C=O)C.C(Cl)Cl>[NH:20]([C:42]([O:44][C:45]([CH3:48])([CH3:47])[CH3:46])=[O:43])[C@H:21]([C:39]([NH:56][C@H:57]([C:62]([OH:64])=[O:63])[C@H:58]([CH2:60][CH3:61])[CH3:59])=[O:40])[CH2:22][CH2:23][CH2:24][NH:25][C:26](=[NH:38])[NH:27][S:28]([C:31]1[CH:37]=[CH:36][C:34]([CH3:35])=[CH:33][CH:32]=1)(=[O:30])=[O:29]. The reactants are OCC=1C=C(C=C(C(=O)OC)C1)I (methyl 5-hydroxymethyl-3-iodobenzoate). Reagents/catalysts: [O-2].[O-2].[Mn+4] (manganese dioxide). Run in C(C)(=O)OCC (ethyl acetate). Yields the product C(=O)C=1C=C(C=C(C(=O)OC)C1)I (methyl 5-formyl-3-iodobenzoate). Isolated yield 55.8%. As a reaction SMILES: [OH:1][CH2:2][C:3]1[CH:4]=[C:5]([I:13])[CH:6]=[C:7]([CH:12]=1)[C:8]([O:10][CH3:11])=[O:9]>C(OCC)(=O)C.[O-2].[O-2].[Mn+4]>[CH:2]([C:3]1[CH:4]=[C:5]([I:13])[CH:6]=[C:7]([CH:12]=1)[C:8]([O:10][CH3:11])=[O:9])=[O:1] |f:2.3.4|. Procedure details: The mixture of methyl 5-hydroxymethyl-3-iodobenzoate (5.0 g) and manganese dioxide (30.0 g) in ethyl acetate (50.0 ml) was heated under reflux for 4 hours. The magnganese dioxide was removed by filtration and the filtrate was evaporated in vacuo to give methyl 5-formyl-3-iodobenzoate (2.77 g). Reactants: FC(C1=C(CN2N=CC3=CC(=CC=C23)\C=C/2\C(NC(S2)=O)=O)C=CC(=C1)C(F)(F)F)(F)F ((5Z)-5-({1-[2,4-bis-(trifluoromethyl)benzyl]-1H-indazol-5-yl}methylidene)-2,4-dioxo-1,3-thiazolidine), BrCCCl (1-bromo-2-chloroethane), N1CCCC1 (pyrrolidine). The product is FC(C1=C(CN2N=CC3=CC(=CC=C23)\C=C/2\C(N(C(S2)=O)CCN2CCCC2)=O)C=CC(=C1)C(F)(F)F)(F)F ((5Z)-5-({1-[2,4-Bis(trifluoromethyl)benzyl]-1H-indazol-5-yl}methylidene)-3-(2-pyrrolidin-1-ylethyl)-1,3-thiazolidine-2,4-dione). RXN SMILES: [F:1][C:2]([F:32])([F:31])[C:3]1[CH:26]=[C:25]([C:27]([F:30])([F:29])[F:28])[CH:24]=[CH:23][C:4]=1[CH2:5][N:6]1[C:14]2[C:9](=[CH:10][C:11](/[CH:15]=[C:16]3/[C:17](=[O:22])[NH:18][C:19](=[O:21])[S:20]/3)=[CH:12][CH:13]=2)[CH:8]=[N:7]1.Br[CH2:34][CH2:35]Cl.[NH:37]1[CH2:41][CH2:40][CH2:39][CH2:38]1>>[F:32][C:2]([F:31])([F:1])[C:3]1[CH:26]=[C:25]([C:27]([F:29])([F:28])[F:30])[CH:24]=[CH:23][C:4]=1[CH2:5][N:6]1[C:14]2[C:9](=[CH:10][C:11](/[CH:15]=[C:16]3/[C:17](=[O:22])[N:18]([CH2:39][CH2:38][N:37]4[CH2:35][CH2:34][CH2:40][CH2:41]4)[C:19](=[O:21])[S:20]/3)=[CH:12][CH:13]=2)[CH:8]=[N:7]1. Procedure details: (5Z)-5-({1-[2,4-Bis(trifluoromethyl)benzyl]-1H-indazol-5-yl}methylidene)-3-(2-pyrrolidin-1-ylethyl)-1,3-thiazolidine-2,4-dione was prepared from [(5Z)-5-({1-[2,4-bis-(trifluoromethyl)benzyl]-1H-indazol-5-yl}methylidene)-2,4-dioxo-1,3-thiazolidine (from Example 6), 1-bromo-2-chloroethane and pyrrolidine following General Procedure G. The reactants are CS(C)=O, Cc1c(Cl)ccc([N+](=O)[O-])c1Cl, N#C[Cu], O. Product: Cc1c(Cl)ccc([N+](=O)[O-])c1C#N. Reaction SMILES: [CH3:17][S:18](=[O:19])[CH3:20].[Cl:1][c:2]1[c:3]([CH3:12])[c:4]([Cl:11])[cH:5][cH:6][c:7]1[N+:8](=[O:9])[O-:10].[Cu:13][C:14]#[N:15].[OH2:16]>>[c:2]1([C:14]#[N:15])[c:3]([CH3:12])[c:4]([Cl:11])[cH:5][cH:6][c:7]1[N+:8](=[O:9])[O-:10]. The reactants are C(C)(C)(C)OC(=O)C1=CC=C(C=C1)CC1(C=CC=C1)[Ti](C1(C(=C(C(=C1C)C)C)C)C)(Cl)Cl (({[4-(tert-butoxycarbonyl)phenyl]methyl}cyclopentadienyl)dichloro(pentamethylcyclopentadienyl)titanium), alkylated titanocene dichloride, C=1(C(=CC=CC1)S)S (benzenedithiol). Product: CC1=C(C(=C(C1(C)[Ti+3])C)C)C.C(C)(C)(C)OC(=O)C1=CC=C(C=C1)CC1(C=CC=C1)C1=C(C(=CC=C1)[S-])[S-].C(C)(C)(C)OC(=O)C1=CC=C(C=C1)CC1(C=CC=C1)C1=C(C(=CC=C1)[S-])[S-].C(C)(C)(C)OC(=O)C1=CC=C(C=C1)CC1(C=CC=C1)C1=C(C(=CC=C1)[S-])[S-].CC1=C(C(=C(C1(C)[Ti+3])C)C)C (({[4-(tert-butoxycarbonyl)phenyl]methyl}cyclopentadienyl)benzenedithiolate (pentamethylcyclopentadienyl)titanium). Reaction SMILES: [C:1]([O:5][C:6]([C:8]1[CH:13]=[CH:12][C:11]([CH2:14][C:15]2([Ti:20](Cl)(Cl)[C:21]3([CH3:30])[C:25]([CH3:26])=[C:24]([CH3:27])[C:23]([CH3:28])=[C:22]3[CH3:29])[CH:19]=[CH:18][CH:17]=[CH:16]2)=[CH:10][CH:9]=1)=[O:7])([CH3:4])([CH3:3])[CH3:2].[C:33]1([SH:40])[C:34]([SH:39])=[CH:35][CH:36]=[CH:37][CH:38]=1>>[CH3:26][C:25]1[C:21]([Ti+3:20])([CH3:30])[C:22]([CH3:29])=[C:23]([CH3:28])[C:24]=1[CH3:27].[C:1]([O:5][C:6]([C:8]1[CH:9]=[CH:10][C:11]([CH2:14][C:15]2([C:38]3[CH:37]=[CH:36][CH:35]=[C:34]([S-:39])[C:33]=3[S-:40])[CH:19]=[CH:18][CH:17]=[CH:16]2)=[CH:12][CH:13]=1)=[O:7])([CH3:2])([CH3:3])[CH3:4].[C:1]([O:5][C:6]([C:8]1[CH:9]=[CH:10][C:11]([CH2:14][C:15]2([C:38]3[CH:37]=[CH:36][CH:35]=[C:34]([S-:39])[C:33]=3[S-:40])[CH:19]=[CH:18][CH:17]=[CH:16]2)=[CH:12][CH:13]=1)=[O:7])([CH3:2])([CH3:3])[CH3:4].[C:1]([O:5][C:6]([C:8]1[CH:9]=[CH:10][C:11]([CH2:14][C:15]2([C:38]3[CH:37]=[CH:36][CH:35]=[C:34]([S-:39])[C:33]=3[S-:40])[CH:19]=[CH:18][CH:17]=[CH:16]2)=[CH:12][CH:13]=1)=[O:7])([CH3:2])([CH3:3])[CH3:4].[CH3:26][C:25]1[C:21]([Ti+3:20])([CH3:30])[C:22]([CH3:29])=[C:23]([CH3:28])[C:24]=1[CH3:27] |f:2.3.4.5.6|. Procedure: The reaction was performed as described in Example 1, step 4, starting from ({[4-(tert-butoxycarbonyl)phenyl]methyl}cyclopentadienyl)dichloro(pentamethylcyclopentadienyl)titanium; i.e. reaction of the alkylated titanocene dichloride with benzenedithiol. Starting materials: ClC1=NC=2CC(CC2C=C1)CN1CC(CN2C1=NC(=CC2=O)C2=CC=NC=C2)(C)C ((+/−)9-(2-chloro-6,7-dihydro-5H-[1]pyrindin-6-ylmethyl)-7,7-dimethyl-2-(pyridin-4-yl)-6,7,8,9-tetrahydro-pyrimido[1,2-a]pyrimidin-4-one), C([O-])([O-])=O.[Na+].[Na+] (sodium carbonate), N1=CC=C(C=C1)B(O)O (pyridine-4-boronic acid), O (water). The reagents and catalysts are C=1C=CC(=CC1)[P](C=2C=CC=CC2)(C=3C=CC=CC3)[Pd]([P](C=4C=CC=CC4)(C=5C=CC=CC5)C=6C=CC=CC6)([P](C=7C=CC=CC7)(C=8C=CC=CC8)C=9C=CC=CC9)[P](C=1C=CC=CC1)(C=1C=CC=CC1)C=1C=CC=CC1 (tetrakis(triphenylphosphine)palladium). Procedure details: To a solution of 0.22 g (0.521 mmol) of (+/−)9-(2-chloro-6,7-dihydro-5H-[1]pyrindin-6-ylmethyl)-7,7-dimethyl-2-(pyridin-4-yl)-6,7,8,9-tetrahydro-pyrimido[1,2-a]pyrimidin-4-one in 3 ml of anhydrous toluene and 0.5 ml of ethanol was treated with 0.625 ml (2M solution in water) of sodium carbonate, 36 mg (0.03 mmol) of tetrakis(triphenylphosphine)palladium and 0.096 g (0.781 mmol) of pyridine-4-boronic acid. After being stirred for 24 h at 140° C., water was added, the mixture was extracted with di... Solvent: C1(=CC=CC=C1)C (toluene), C(C)O (ethanol). Reaction conditions: temperature 140 celsius, time 24 hour. RXN SMILES: Cl[C:2]1[CH:10]=[CH:9][C:8]2[CH2:7][CH:6]([CH2:11][N:12]3[C:17]4=[N:18][C:19]([C:23]5[CH:28]=[CH:27][N:26]=[CH:25][CH:24]=5)=[CH:20][C:21](=[O:22])[N:16]4[CH2:15][C:14]([CH3:30])([CH3:29])[CH2:13]3)[CH2:5][C:4]=2[N:3]=1.C(=O)([O-])[O-].[Na+].[Na+].[N:37]1[CH:42]=[CH:41][C:40](B(O)O)=[CH:39][CH:38]=1.O>C1(C)C=CC=CC=1.C(O)C.C1C=CC([P]([Pd]([P](C2C=CC=CC=2)(C2C=CC=CC=2)C2C=CC=CC=2)([P](C2C=CC=CC=2)(C2C=CC=CC=2)C2C=CC=CC=2)[P](C2C=CC=CC=2)(C2C=CC=CC=2)C2C=CC=CC=2)(C2C=CC=CC=2)C2C=CC=CC=2)=CC=1>[CH3:29][C:14]1([CH3:30])[CH2:15][N:16]2[C:21](=[O:22])[CH:20]=[C:19]([C:23]3[CH:28]=[CH:27][N:26]=[CH:25][CH:24]=3)[N:18]=[C:17]2[N:12]([CH2:11][CH:6]2[CH2:5][C:4]3[N:3]=[C:2]([C:40]4[CH:41]=[CH:42][N:37]=[CH:38][CH:39]=4)[CH:10]=[CH:9][C:8]=3[CH2:7]2)[CH2:13]1 |f:1.2.3,^1:60,62,81,100|. The product is CC1(CN(C=2N(C(C=C(N2)C2=CC=NC=C2)=O)C1)CC1CC=2C=CC(=NC2C1)C1=CC=NC=C1)C ((+/−)7,7-Dimethyl-2-(pyridin-4-yl)-9-[2-(pyridin-4-yl)-6,7-dihydro-5H-[1]pyrindin-6-ylmethyl]-6,7,8,9-tetrahydro-pyrimido[1,2-a]pyrimidine-4-one). The yield is 20.2%. The reactants are CC(NC(=O)c1cn(COCC[Si](C)(C)C)c2ncc(C3CC3)nc12)C(=O)OC(C)(C)C, OCC(F)(F)F. RXN SMILES: [CH:1]1([c:4]2[n:5][c:6]3[c:7]([n:8][cH:9]2)[n:10]([CH2:25][O:26][CH2:27][CH2:28][Si:29]([CH3:30])([CH3:31])[CH3:32])[cH:11][c:12]3[C:13](=[O:14])[NH:15][CH:16]([C:17](=[O:18])[O:19][C:20]([CH3:21])([CH3:22])[CH3:23])[CH3:24])[CH2:2][CH2:3]1.[OH:33][CH2:34][C:35]([F:36])([F:37])[F:38]>>[CH:1]1([c:4]2[n:5][c:6]3[c:7]([n:8][cH:9]2)[n:10]([CH2:25][O:26][CH2:27][CH2:28][Si:29]([CH3:30])([CH3:31])[CH3:32])[cH:11][c:12]3[C:13](=[O:14])[NH:15][CH:16]([C:17](=[O:18])[OH:19])[CH3:24])[CH2:2][CH2:3]1. Product: CC(NC(=O)c1cn(COCC[Si](C)(C)C)c2ncc(C3CC3)nc12)C(=O)O. Starting materials: C(C(C)C)C=1C=C2C(=NC1)N(C=C2C=2C=NN(C2)C)S(=O)(=O)C2=CC=CC=C2 (5-isobutyl-3-(1-methyl-1H-pyrazol-4-yl)-1-(phenylsulfonyl)-1H-pyrrolo[2,3-b]pyridine), [OH-].[Na+] (NaOH). Run in CCOC(=O)C (AcOEt), [Cl-].[Na+].O (brine), CCO (EtOH). Reaction conditions: temperature 90 celsius, time 4.5 hour. Product: C(C(C)C)C=1C=C2C(=NC1)NC=C2C=2C=NN(C2)C (5-isobutyl-3-(1-methyl-1H-pyrazol-4-yl)-1H-pyrrolo[2,3-b]pyridine). Yield: 97.3%. RXN SMILES: [CH2:1]([C:5]1[CH:6]=[C:7]2[C:13]([C:14]3[CH:15]=[N:16][N:17]([CH3:19])[CH:18]=3)=[CH:12][N:11](S(C3C=CC=CC=3)(=O)=O)[C:8]2=[N:9][CH:10]=1)[CH:2]([CH3:4])[CH3:3].[OH-].[Na+]>CCO.CCOC(C)=O.[Cl-].[Na+].O>[CH2:1]([C:5]1[CH:6]=[C:7]2[C:13]([C:14]3[CH:15]=[N:16][N:17]([CH3:19])[CH:18]=3)=[CH:12][NH:11][C:8]2=[N:9][CH:10]=1)[CH:2]([CH3:4])[CH3:3] |f:1.2,5.6.7|. Reported procedure: To crude azaindole 62 (118 mg) in EtOH (6 mL) was added 10% NaOH (1 mL) and the mixture was stirred in an oil bath (90° C.) for 4.5 h. The mixture was then cooled to r.t., diluted with AcOEt and saturated brine and partitioned. The aqueous layer was extracted with AcOEt (3×). The combined organic solutions were dried (MgSO4), filtered and concentrated. The residual yellow oil was partially purified by means of PTLC employing AcOEt as eluent to afford a semi-pure azaindole 63 (74 mg). A fraction ...